This data is from the Open Reaction Database (ORD), a public repository of structured organic reaction records. The task is: describe an organic reaction: reactants, conditions, products, and yield Starting materials: CC1=C(C(=NO1)C1=CC=CC=C1)C=1N=CN(C1)C1=CC=C(C(=O)O)C=C1 (4-[4-(5-methyl-3-phenyl-isoxazol-4-yl)-imidazol-1-yl]-benzoic acid), C1(CCC1)N (cyclobutylamine). Yields the product C1(CCC1)NC(C1=CC=C(C=C1)N1C=NC(=C1)C=1C(=NOC1C)C1=CC=CC=C1)=O (N-Cyclobutyl-4-[4-(5-methyl-3-phenyl-isoxazol-4-yl)-imidazol-1-yl]-benzamide). Yield: 11.0%. RXN SMILES: [CH3:1][C:2]1[O:6][N:5]=[C:4]([C:7]2[CH:12]=[CH:11][CH:10]=[CH:9][CH:8]=2)[C:3]=1[C:13]1[N:14]=[CH:15][N:16]([C:18]2[CH:26]=[CH:25][C:21]([C:22](O)=[O:23])=[CH:20][CH:19]=2)[CH:17]=1.[CH:27]1([NH2:31])[CH2:30][CH2:29][CH2:28]1>>[CH:27]1([NH:31][C:22](=[O:23])[C:21]2[CH:25]=[CH:26][C:18]([N:16]3[CH:17]=[C:13]([C:3]4[C:4]([C:7]5[CH:8]=[CH:9][CH:10]=[CH:11][CH:12]=5)=[N:5][O:6][C:2]=4[CH3:1])[N:14]=[CH:15]3)=[CH:19][CH:20]=2)[CH2:30][CH2:29][CH2:28]1. Procedure details: As described for Example 71c, 4-[4-(5-methyl-3-phenyl-isoxazol-4-yl)-imidazol-1-yl]-benzoic acid (100 mg, 0.29 mmol) was converted, using cyclobutylamine instead of cyclopropylmethylamine, to the title compound (13 mg, 11%) which was obtained as an off-white solid. MS: m/e=398.9 [M+H]+. The reactants are solution, FC(C(=O)O)(F)F (trifluoroacetic acid), CS(=O)C1=CN(C2=CC(=CC=C12)C(=O)N1[C@@H]2CN([C@H](C1)C2)C(=O)OC(C)(C)C)C2=NC=C(C=N2)C2=NC=CC=C2 ((1S,4S)-tert-Butyl 5-(3-(methylsulfinyl)-1-(5-(pyridin-2-yl)pyrimidin-2-yl)-1H-indole-6-carbonyl)-2,5-diazabicyclo[2.2.1]heptane-2-carboxylate). Solvent: ClCCl (dichloromethane), ClCCl (dichloromethane). Conditions: time 3 hour. Product: [C@@H]12N(C[C@@H](NC1)C2)C(=O)C2=CC=C1C(=CN(C1=C2)C2=NC=C(C=N2)C2=NC=CC=C2)S(=O)C ((1S,4S)-2,5-Diazabicyclo[2.2.1]heptan-2-yl(3-(methylsulfinyl)-1-(5-(pyridin-2-yl)pyrimidin-2-yl)-1H-indol-6-yl)methanone). RXN SMILES: FC(F)(F)C(O)=O.[CH3:8][S:9]([C:11]1[C:19]2[C:14](=[CH:15][C:16]([C:20]([N:22]3[CH2:27][C@@H:26]4[CH2:28][C@H:23]3[CH2:24][N:25]4C(OC(C)(C)C)=O)=[O:21])=[CH:17][CH:18]=2)[N:13]([C:36]2[N:41]=[CH:40][C:39]([C:42]3[CH:47]=[CH:46][CH:45]=[CH:44][N:43]=3)=[CH:38][N:37]=2)[CH:12]=1)=[O:10]>ClCCl>[C@H:23]12[CH2:28][C@H:26]([NH:25][CH2:24]1)[CH2:27][N:22]2[C:20]([C:16]1[CH:15]=[C:14]2[C:19]([C:11]([S:9]([CH3:8])=[O:10])=[CH:12][N:13]2[C:36]2[N:41]=[CH:40][C:39]([C:42]3[CH:47]=[CH:46][CH:45]=[CH:44][N:43]=3)=[CH:38][N:37]=2)=[CH:18][CH:17]=1)=[O:21]. Procedure details: 4 M solution of trifluoroacetic acid in dichloromethane (5.1 mL, 20.78 mmol, 40 eq) was added at 0° C. to 244d) (0.29 g, 0.51 mmol, 1 eq) in dichloromethane (10 mL). The reaction mixture was then stirred for 3 h at room temperature. The solvent was removed under vacuum and the residue was co-distilled twice with dichloromethane, diluted with dichloromethane (50 mL) and washed with saturated potassium carbonate solution (2×20 mL) and brine (20 mL). The organic layer was dried over sodium sulfate,... The reactants are C(C)[Mg]Br (ethylmagnesium bromide), CC(C#C)O (but-3-yn-2-ol), C(C)(C)(O[C@H]1CC(C([C@@H](C1)C)=O)(C)C)O[C@H]1CC(C([C@@H](C1)C)=O)(C)C ([4R,4'R]-4,4'- (isopropylidenedioxy)-bis[[6R]-2,2,6-trimethylcyclohexanone]), 1-N, S(O)(O)(=O)=O (sulphuric acid). Solvent: O1CCCC1 (tetrahydrofuran), O1CCCC1 (tetrahydrofuran), O1CCCC1 (tetrahydrofuran). Conditions: time 2 hour. Yields the product C(C)(=O)OC(C)C#CC1(C(C[C@@H](C[C@H]1C)OC(C)=O)(C)C)O (2-acetoxy-4-[[4R,6R]-1-hydroxy-4-acetoxy-2,2,6-trimethyl-cyclohex-1-yl]-but-3-yne). Reaction SMILES: [CH2:1]([Mg]Br)[CH3:2].[CH3:5][CH:6]([OH:9])[C:7]#[CH:8].[C:10]([O:24][C@@H]1C[C@@H](C)C(=O)C(C)(C)C1)([O:13][C@@H:14]1[CH2:19][C@@H:18]([CH3:20])[C:17](=[O:21])[C:16]([CH3:23])([CH3:22])[CH2:15]1)(C)[CH3:11].S(=O)(=O)(O)[OH:36]>O1CCCC1>[C:1]([O:9][CH:6]([C:7]#[C:8][C:17]1([OH:21])[C@H:18]([CH3:20])[CH2:19][C@@H:14]([O:13][C:10](=[O:24])[CH3:11])[CH2:15][C:16]1([CH3:22])[CH3:23])[CH3:5])(=[O:36])[CH3:2]. Procedure details: A solution of ethylmagnesium bromide in tetrahydrofuran (prepared in usual manner from 18.2 g of magnesium, 81.8 g of ethyl bromide and 200 ml of tetrahydrofuran) is treated dropwise within 30 minutes at room temperature, with 26.6 g of but-3-yn-2-ol in 75 ml of tetrahydrofuran. The mixture is stirred under reflux conditions for 2 hours subsequently treated dropwise with a solution of 11.1 g of [4R,4'R]-4,4'- (isopropylidenedioxy)-bis[[6R]-2,2,6-trimethylcyclohexanone] in 75 ml of tetrahydrofura... The reactants are ClC1=CC=C(C=C1)N1C2=C(NC(CC1=O)=S)C=CC=C2 (1-(4-chlorophenyl)-4-thioxo-4,5-dihydro-1H-benzo[b][1,4]diazepin-2(3H)-one), C(C)(=O)NN (acetohydrazide). The solvent is C(CCC)O (n-butanol). The product is ClC1=CC=C(C=C1)N1C2=C(N3C(CC1=O)=NN=C3C)C=CC=C2 (6-(4-chlorophenyl)-1-methyl-4H-benzo[b][1,2,4]triazolo[4,3-d][1,4]diazepin-5(6H)-one). Yield: 40.1%. RXN SMILES: [Cl:1][C:2]1[CH:7]=[CH:6][C:5]([N:8]2[C:14](=[O:15])[CH2:13][C:12](=S)[NH:11][C:10]3[CH:17]=[CH:18][CH:19]=[CH:20][C:9]2=3)=[CH:4][CH:3]=1.[C:21]([NH:24][NH2:25])(=O)[CH3:22]>C(O)CCC>[Cl:1][C:2]1[CH:7]=[CH:6][C:5]([N:8]2[C:14](=[O:15])[CH2:13][C:12]3=[N:25][N:24]=[C:21]([CH3:22])[N:11]3[C:10]3[CH:17]=[CH:18][CH:19]=[CH:20][C:9]2=3)=[CH:4][CH:3]=1. Procedure details: A solution of 1-(4-chlorophenyl)-4-thioxo-4,5-dihydro-1H-benzo[b][1,4]diazepin-2(3H)-one (1.0 g, 3.3 mmol) and acetohydrazide (1.23 g, 16.6 mmol) in n-butanol (20 ml) was refluxed for 24 h under N2 atmosphere. The solvent was evaporated in vacuo and partitioned between DCM (100 mL) and water (50 mL). The organic phase was dried over Na2SO4 and the solvent was evaporated in vacuo to afford a residue. The residue was purified by column chromatography (silica-gel, DCM:MEOH=30:1) to give 6-(4-chloro... Starting materials: C1(=CC=CC=C1)P(C1=CC=CC=C1)C1=CC=CC=C1 (Triphenylphosphine), BrN1C(CCC1=O)=O (N-bromosuccinimide), COC1=C(C=C(C[C@@H](CO)C(C)C)C=C1)OCCCOC (2(R)-[4-methoxy-3-(3-methoxypropoxy)-benzyl]-3-methyl-butanol). The solvent is ClCCl (dichloromethane). Conditions: time 18 hour. The product is COC1=C(C=C(C[C@@H](CBr)C(C)C)C=C1)OCCCOC (2(R)-[4-Methoxy-3-(3-methoxypropoxy)-benzyl]-3-methyl-butyl bromide). Isolated yield 82.5%. Reaction SMILES: C1(P(C2C=CC=CC=2)C2C=CC=CC=2)C=CC=CC=1.[Br:20]N1C(=O)CCC1=O.[CH3:28][O:29][C:30]1[CH:42]=[CH:41][C:33]([CH2:34][C@H:35]([CH:38]([CH3:40])[CH3:39])[CH2:36]O)=[CH:32][C:31]=1[O:43][CH2:44][CH2:45][CH2:46][O:47][CH3:48]>ClCCl>[CH3:28][O:29][C:30]1[CH:42]=[CH:41][C:33]([CH2:34][C@H:35]([CH:38]([CH3:40])[CH3:39])[CH2:36][Br:20])=[CH:32][C:31]=1[O:43][CH2:44][CH2:45][CH2:46][O:47][CH3:48]. Procedure details: Triphenylphosphine (108.6 g) and, in portions, N-bromosuccinimide (73.7 g) are added in succession at 0° C., with stirring, to a solution of 2(R)-[4-methoxy-3-(3-methoxypropoxy)-benzyl]-3-methyl-butanol (102.2 g) in dichloromethane (2 liters). The batch is stirred for a further 18 hours at room temperature and is then concentrated under reduced pressure. The residue is purified by means of FC on silica gel (ethyl acetate/hexane 1:4). The title compound (102.2 g) is obtained in the form of a whit... The reactants are CC(C)(C1=NC(C(C)(C)C)CO1)C1=NC(C(C)(C)C)CO1, C1CCCCC1, C=C(F)Cl, [Cu+], O=S(=O)([O-])C(F)(F)F, CCOC(=O)C=[N+]=[N-], c1ccccc1. The product is CCOC(=O)C1CC1(F)Cl. Reaction SMILES: [C:1]([C:2]1=[N:10][CH:5]([C:6]([CH3:7])([CH3:8])[CH3:9])[CH2:4][O:3]1)([C:11]1=[N:19][CH:14]([C:15]([CH3:16])([CH3:17])[CH3:18])[CH2:13][O:12]1)([CH3:20])[CH3:21].[CH2:34]1[CH2:35][CH2:36][CH2:37][CH2:38][CH2:39]1.[Cl:22][C:23](=[CH2:24])[F:25].[Cu+:54].[F:46][C:47]([F:48])([F:49])[S:50]([O-:51])(=[O:52])=[O:53].[N+:26](=[N-:27])=[CH:28][C:29](=[O:30])[O:31][CH2:32][CH3:33].[cH:40]1[cH:41][cH:42][cH:43][cH:44][cH:45]1>>[Cl:22][C:23]1([F:25])[CH2:24][CH:28]1[C:29](=[O:30])[O:31][CH2:32][CH3:33]. Starting materials: FC(C1=C(CN2CCC(CC2)\C=C/2\C(=NC(S2)=O)NC\C=C/CN(CC)CC)C=CC(=C1)C(F)(F)F)(F)F ((5Z)-5-({1-[2,4-bis(trifluoromethyl)benzyl]piperidin-4-yl}methylidene)-4-{[(2Z)-4-(diethylamino)but-2-en-1-yl]amino}-1,3-thiazol-2(5H)-one), O.S(=O)(=O)(O)C1=CC=C(C)C=C1 (tosylic acid monohydrate). Run in C(C)(=O)OCC (ethyl acetate). Run at temperature 60 celsius, time 5 minute. The product is S(=O)(=O)(O)C1=CC=C(C)C=C1.FC(C1=C(CN2CCC(CC2)\C=C/2\C(=NC(S2)=O)NC\C=C/CN(CC)CC)C=CC(=C1)C(F)(F)F)(F)F ((5Z)-5-({1-[2,4-bis(trifluoromethyl)benzyl]piperidin-4-yl}methylidene)-4-{[(2Z)-4-(diethylamino)but-2-en-1-yl]amino}-1,3-thiazol-2(5H)-one tosylate). Isolated yield 84.6%. Reaction SMILES: [F:1][C:2]([F:38])([F:37])[C:3]1[CH:32]=[C:31]([C:33]([F:36])([F:35])[F:34])[CH:30]=[CH:29][C:4]=1[CH2:5][N:6]1[CH2:11][CH2:10][CH:9](/[CH:12]=[C:13]2/[C:14]([NH:19][CH2:20]/[CH:21]=[CH:22]\[CH2:23][N:24]([CH2:27][CH3:28])[CH2:25][CH3:26])=[N:15][C:16](=[O:18])[S:17]/2)[CH2:8][CH2:7]1.O.[S:40]([C:44]1[CH:50]=[CH:49][C:47]([CH3:48])=[CH:46][CH:45]=1)([OH:43])(=[O:42])=[O:41]>C(OCC)(=O)C>[S:40]([C:44]1[CH:50]=[CH:49][C:47]([CH3:48])=[CH:46][CH:45]=1)([OH:43])(=[O:42])=[O:41].[F:38][C:2]([F:1])([F:37])[C:3]1[CH:32]=[C:31]([C:33]([F:35])([F:36])[F:34])[CH:30]=[CH:29][C:4]=1[CH2:5][N:6]1[CH2:11][CH2:10][CH:9](/[CH:12]=[C:13]2/[C:14]([NH:19][CH2:20]/[CH:21]=[CH:22]\[CH2:23][N:24]([CH2:27][CH3:28])[CH2:25][CH3:26])=[N:15][C:16](=[O:18])[S:17]/2)[CH2:8][CH2:7]1 |f:1.2,4.5|. Reported procedure: To a solution of (5Z)-5-({1-[2,4-bis(trifluoromethyl)benzyl]piperidin-4-yl}methylidene)-4-{[(2Z)-4-(diethylamino)but-2-en-1-yl]amino}-1,3-thiazol-2(5H)-one (162 mg) in ethyl acetate (3 mL) was added tosylic acid monohydrate (55 mg) at room temperature. The reaction mixture was stirred at 60° C. for 5 min. The solvent was evaporated under reduced pressure, and the residue was recrystallized from ethyl acetate/heptane to give the title compound (179 mg).